Dataset: the Open Reaction Database (ORD), a public repository of structured organic reaction records. Task: describe an organic reaction: reactants, conditions, products, and yield Solvent: C(C)#N (acetonitrile). Procedure details: A mixture of 3-(4-bromobutyl)-2-methyl-1-thia-3-azaspiro[4.4]nonan-4-one (5.00 g), 6-chloro-3-piperazinylbenzo[b]thiophene (5.10 g), K2CO3 (8.00 g) and NaI (400 mg) in acetonitrile (250 ml) was heated at 85° C. for 15.5 hours and the product was processed in substantially the same manner as in Example 10 to afford 1.43 g of crystalline solid, m.p. 211°-214° C. Product: Cl.ClC=1C=CC2=C(SC=C2N2CCN(CC2)CCCCN2C(SC3(C2=O)CCCC3)C)C1 (3-(4-(1-(6-Chlorobenzo[b]thiophen-3-yl)-4-piperazinyl)butyl)-2-methyl-1-thia-3-azaspiro[4.4]nonan-4-one hydrochloride). Reaction conditions: temperature 85 celsius. Starting materials: BrCCCCN1C(SC2(C1=O)CCCC2)C (3-(4-bromobutyl)-2-methyl-1-thia-3-azaspiro[4.4]nonan-4-one), ClC=1C=CC2=C(SC=C2N2CCNCC2)C1 (6-chloro-3-piperazinylbenzo[b]thiophene), C(=O)([O-])[O-].[K+].[K+] (K2CO3), [Na+].[I-] (NaI). Yield: 27.5%. RXN SMILES: Br[CH2:2][CH2:3][CH2:4][CH2:5][N:6]1[C:10](=[O:11])[C:9]2([CH2:15][CH2:14][CH2:13][CH2:12]2)[S:8][CH:7]1[CH3:16].[Cl:17][C:18]1[CH:19]=[CH:20][C:21]2[C:25]([N:26]3[CH2:31][CH2:30][NH:29][CH2:28][CH2:27]3)=[CH:24][S:23][C:22]=2[CH:32]=1.C([O-])([O-])=O.[K+].[K+].[Na+].[I-]>C(#N)C>[ClH:17].[Cl:17][C:18]1[CH:19]=[CH:20][C:21]2[C:25]([N:26]3[CH2:27][CH2:28][N:29]([CH2:2][CH2:3][CH2:4][CH2:5][N:6]4[C:10](=[O:11])[C:9]5([CH2:15][CH2:14][CH2:13][CH2:12]5)[S:8][CH:7]4[CH3:16])[CH2:30][CH2:31]3)=[CH:24][S:23][C:22]=2[CH:32]=1 |f:2.3.4,5.6,8.9|. Reactants: CC1=NN=C(S1)C#N (5-methyl-1,3,4-thiadiazole-2-carbonitrile), C[O-].[Na+] (sodium methoxide), [Cl-].[NH4+] (ammonium chloride). Yields the product Cl.CC1=NN=C(S1)C(N)=N (5-methyl-1,3,4-thiadiazole-2-carboximidamide hydrochloride). Isolated yield 70.0%. RXN SMILES: [CH3:1][C:2]1[S:6][C:5]([C:7]#[N:8])=[N:4][N:3]=1.C[O-].[Na+].[Cl-:12].[NH4+:13]>>[ClH:12].[CH3:1][C:2]1[S:6][C:5]([C:7](=[NH:13])[NH2:8])=[N:4][N:3]=1 |f:1.2,3.4,5.6|. Procedure details: 5-methyl-1,3,4-thiadiazole-2-carbonitrile (1.25 g, 10 mmol) was reacted with sodium methoxide (0.54 g, 10 mmol) and ammonium chloride (0.64 g, 12 mmol) according to the procedure as described in Example 61, Step B to give the title compound as a yellowish solid (1.25 g, 70%). The compound was characterized by the following spectroscopic data: The reactants are C(NN)(=O)OC(C)(C)C (t-butyl carbazate), ClC(C(OC)=N)(Cl)Cl (methyl 2,2,2-trichloroacetimidate). Reaction conditions: time 16 hour. The product is ClC(C(=N)NNC(=O)OC(C)(C)C)(Cl)Cl (1-Trichloroacetimidoyl-2-(t-Butoxycarbonyl)hydrazine). Yield: 86.0%. As a reaction SMILES: [C:1]([O:5][C:6]([CH3:9])([CH3:8])[CH3:7])(=[O:4])[NH:2][NH2:3].[Cl:10][C:11]([Cl:17])([Cl:16])[C:12](=[NH:15])OC>>[Cl:10][C:11]([Cl:17])([Cl:16])[C:12]([NH:3][NH:2][C:1]([O:5][C:6]([CH3:9])([CH3:8])[CH3:7])=[O:4])=[NH:15]. Procedure: A mixture of 2.9 g (0.025 mole) t-butyl carbazate and 10 ml (14.3 g, 0.08 mole) methyl 2,2,2-trichloroacetimidate was stirred 16 hours at room temperature. The solid that was left was washed with petroleum ether and dried to give 6.0 g (86% yield mp 150° C.). The structure was confirmed via infrared and elemental analysis. Reactants: C([O-])([O-])=O.[K+].[K+] (potassium carbonate), FC1=C(C=CC(=C1)[N+](=O)[O-])C1CNS(CC1)(=O)=O (4-(2-fluoro-4-nitrophenyl)tetrahydro-2 H-1,2-thiazine 1,1-dioxide), C(C=C)Br (allyl bromide). Solvent: C(C)#N (acetonitrile). The product is FC1=C(C=CC(=C1)[N+](=O)[O-])C1CN(S(CC1)(=O)=O)CC=C (4-(2-fluoro-4-nitrophenyl)tetrahydro-2-(2-propenyl)-2H-1,2-thiazine 1,1-dioxide). Reaction SMILES: C(=O)([O-])[O-].[K+].[K+].[F:7][C:8]1[CH:13]=[C:12]([N+:14]([O-:16])=[O:15])[CH:11]=[CH:10][C:9]=1[CH:17]1[CH2:22][CH2:21][S:20](=[O:24])(=[O:23])[NH:19][CH2:18]1.[CH2:25](Br)[CH:26]=[CH2:27]>C(#N)C>[F:7][C:8]1[CH:13]=[C:12]([N+:14]([O-:16])=[O:15])[CH:11]=[CH:10][C:9]=1[CH:17]1[CH2:22][CH2:21][S:20](=[O:24])(=[O:23])[N:19]([CH2:27][CH:26]=[CH2:25])[CH2:18]1 |f:0.1.2|. Procedure details: Anhydrous potassium carbonate (3.6 g, 26.1 mmol) is added to a solution of 4-(2-fluoro-4-nitrophenyl)tetrahydro-2 H-1,2-thiazine 1,1-dioxide (1.795 g, 6.54 mmol) and allyl bromide (2.0 ml, 23.1 mmol) in dry acetonitrile (25 ml). The mixture is heated to reflux for 5 min then cooled. After filtration and evaporation the residue is chromatographed over silica gel (150 g) eluting with 0-1% methanol-chloroform. The title compound is obtained as flakes (1.70 g, 83%) mp 121°. Reactants: BrC1=CC(=C(C=C1)NC1=C(C=CC(=N1)O)[N+](=O)[O-])C (6-(4-bromo-2-methylphenylamino)-5-nitropyridin-2-ol), CO (MeOH). Reagents/catalysts: [Ni] (Ni), [Ni] (Raney nickel). Run at temperature 50 celsius, time 45 hour. Product: BrC1=CC(=C(C=C1)N1C=NC=2C1=NC(=CC2)O)C (3-(4-bromo-2-methylphenyl)-3H-imidazo[4,5-b]pyridin-5-ol). As a reaction SMILES: [Br:1][C:2]1[CH:7]=[CH:6][C:5]([NH:8][C:9]2[N:14]=[C:13]([OH:15])[CH:12]=[CH:11][C:10]=2[N+:16]([O-])=O)=[C:4]([CH3:19])[CH:3]=1.[CH3:20]O>[Ni]>[Br:1][C:2]1[CH:7]=[CH:6][C:5]([N:8]2[C:9]3=[N:14][C:13]([OH:15])=[CH:12][CH:11]=[C:10]3[N:16]=[CH:20]2)=[C:4]([CH3:19])[CH:3]=1. Procedure: To a solution of 6-(4-bromo-2-methylphenylamino)-5-nitropyridin-2-ol (4.50 g, 13.9 mmol) in MeOH (30 mL) was added Raney Ni (1.00 g). The mixture was stirred vigorously under H2 atmosphere overnight at which time additional Raney nickel (500 mg) was added. After stirring for an additional 45 h under H2 atmosphere, the mixture was filtered through Celite® and concentrated. The residue was dissolved in THF (20 mL) and trimethoxymethane (25 mL) and trifluoroacetic acid (100 μL) was added. The mixtu... Starting materials: C(\C=C\C(=O)[O-])(=O)OC (Monomethyl fumarate), Cl.C(C)N=C=NCCCN(C)C (1-ethyl-3-(3-dimethylaminopropyl)carbodiimide hydrochloride), N1(CCOCC1)CCCCO (4-Morpholin-4-yl-butan-1-ol), 4-N,N-dimethylaminopyridine, carboxylic acid. Run in ClCCl (dichloromethane). Yields the product C(\C=C\C(=O)OCCCCN1CCOCC1)(=O)OC (Methyl 4-morpholin-4-ylbutyl (2E)but-2-ene-1,4-dioate). RXN SMILES: [C:1]([O:8][CH3:9])(=[O:7])/[CH:2]=[CH:3]/[C:4]([O-])=[O:5].Cl.C(N=C=NCCCN(C)C)C.[N:22]1([CH2:28][CH2:29][CH2:30][CH2:31][OH:32])[CH2:27][CH2:26][O:25][CH2:24][CH2:23]1>ClCCl>[C:1]([O:8][CH3:9])(=[O:7])/[CH:2]=[CH:3]/[C:4]([O:32][CH2:31][CH2:30][CH2:29][CH2:28][N:22]1[CH2:27][CH2:26][O:25][CH2:24][CH2:23]1)=[O:5] |f:1.2|. Procedure details: Monomethyl fumarate (MMF) was reacted with 1-ethyl-3-(3-dimethylaminopropyl)carbodiimide hydrochloride (EDAC) (1.2 eq) in dichloromethane (DCM) at ca. 0° C. 4-Morpholin-4-yl-butan-1-ol (1 eq) and 4-N,N-dimethylaminopyridine (DMAP) (catalytic amount) were added to the activated carboxylic acid. After the completion of the reaction, followed by the work-up of the reaction mixture, the title compound was isolated as a viscous-oil. Starting materials: ClC=1N=NC(=CC1)C1=CC=CC=C1 (3-chloro-6-phenylpyridazine), C(CC)(=O)NN (propionic acid hydrazide). The solvent is C(CCC)O (n-butanol). Product: C(C)C1=NN=C2N1N=C(C=C2)C2=CC=CC=C2 (3-ethyl-6-phenyl-1,2,4-triazolo[4,3-b]pyridazine). Reaction SMILES: Cl[C:2]1[N:3]=[N:4][C:5]([C:8]2[CH:13]=[CH:12][CH:11]=[CH:10][CH:9]=2)=[CH:6][CH:7]=1.[C:14]([NH:18][NH2:19])(=O)[CH2:15][CH3:16]>C(O)CCC>[CH2:15]([C:14]1[N:3]2[N:4]=[C:5]([C:8]3[CH:13]=[CH:12][CH:11]=[CH:10][CH:9]=3)[CH:6]=[CH:7][C:2]2=[N:19][N:18]=1)[CH3:16]. Procedure details: A mixture of 7.6 g. of 3-chloro-6-phenylpyridazine, 7.4 g. of propionic acid hydrazide and 60 ml of n-butanol is stirred at reflux temperature for 48 hours. The solution is cooled in a chilled room, concentrated to remove the solvent and triturated with water giving crystals. The mixture is filtered, washed with petroleum ether and water and dried. The product is recrystallized from 20 ml. of ethanol giving 3-ethyl-6-phenyl-1,2,4-triazolo[4,3-b]pyridazine, m.p. 133°-135° C. Reactants: C12(CCC(CC1)C2)C2=CC=1N(N=C2Cl)C(=NN1)C1=CC=CC=C1 (7-(bicyclo[2.2.1]hept-1-yl)-6-chloro-3-phenyl-1,2,4-triazolo[4,3-b]pyridazine), [H-].[Na+] (sodium hydride), O (Water), CN1N=CN=C1CO ((2-methyl-2H-1,2,4-triazol-3-yl)methanol), A-421210. Solvent: CN(C=O)C (N,N-dimethylformamide). Reaction conditions: time 3 hour. Yields the product C12(CCC(CC1)C2)C2=CC=1N(N=C2OCC=2N(N=CN2)C)C(=NN1)C1=CC=CC=C1 (7-(Bicyclo[2.2.1]hept-1-yl)-6-(2-methyl-2H-1,2,4-triazol-3-ylmethoxy)-3-phenyl-1,2,4-triazolo[4,3-b]pyridazine). As a reaction SMILES: [C:1]12([C:8]3[C:13](Cl)=[N:12][N:11]4[C:15]([C:18]5[CH:23]=[CH:22][CH:21]=[CH:20][CH:19]=5)=[N:16][N:17]=[C:10]4[CH:9]=3)[CH2:7][CH:4]([CH2:5][CH2:6]1)[CH2:3][CH2:2]2.[CH3:24][N:25]1[C:29]([CH2:30][OH:31])=[N:28][CH:27]=[N:26]1.[H-].[Na+].O>CN(C)C=O>[C:1]12([C:8]3[C:13]([O:31][CH2:30][C:29]4[N:25]([CH3:24])[N:26]=[CH:27][N:28]=4)=[N:12][N:11]4[C:15]([C:18]5[CH:23]=[CH:22][CH:21]=[CH:20][CH:19]=5)=[N:16][N:17]=[C:10]4[CH:9]=3)[CH2:7][CH:4]([CH2:5][CH2:6]1)[CH2:3][CH2:2]2 |f:2.3|. Procedure details: To a solution of 7-(bicyclo[2.2.1]hept-1-yl)-6-chloro-3-phenyl-1,2,4-triazolo[4,3-b]pyridazine (0.125 g, 0.39 mM) and (2-methyl-2H-1,2,4-triazol-3-yl)methanol (0.08 g, 0.47 mM; prepared using the conditions described in EP-A-421210) in N,N-dimethylformamide (20 ml) was added sodium hydride (0.015 g of a 60% dispersion in oil, 0.47 mM eq) and the reaction mixture was stirred at room temperature for 3 hours. Water was added until the solution became cloudy and after stirring for a further 15 minut... Starting materials: CC1(OCCO1)C1=CC(=NO1)C(=O)OCC (Ethyl 5-(2-methyl-1,3-dioxolan-2-yl)isoxazole-3-carboxylate), CCO.C1CCOC1 (EtOH THF). Solvent: O (water). Reaction conditions: time 2 hour. The product is CC1(OCCO1)C1=CC(=NO1)CO ((5-(2-Methyl-1,3-dioxolan-2-yl)isoxazol-3-yl)methanol). Yield: 93.5%. RXN SMILES: [CH3:1][C:2]1([C:7]2[O:11][N:10]=[C:9]([C:12](OCC)=[O:13])[CH:8]=2)[O:6][CH2:5][CH2:4][O:3]1.CCO.C1COCC1>O>[CH3:1][C:2]1([C:7]2[O:11][N:10]=[C:9]([CH2:12][OH:13])[CH:8]=2)[O:6][CH2:5][CH2:4][O:3]1 |f:1.2|. Procedure: To a solution of the dioxolane 318 (3.14 g, 13.8 mmol) in a 1:2 mixture of EtOH-THF (45 mL) NaBH4 (0.68 g, 18.0 mmol) was added. The reaction mixture was stirred at room temperature for 2 hours, treated with water and the organic solvents were evaporated. The aqueous phase was extracted with EtOAc and combined organic layers were successively washed with H2O and brine, dried over MgSO4 and concentrated under reduced pressure to afford the title compound as oil (2.39 g, 93% yield) which was used ... Reactants: C[Si](CCOCN(C1=CC(=NC=2N1N=CC2)C2CCC(CC2)=CC(=O)OCC)COCC[Si](C)(C)C)(C)C (ethyl 2-(4-(7-(bis((2-(trimethylsilyl)ethoxy)methyl)amino)pyrazolo[1,5-a]pyrimidin-5-yl)cyclohexylidene)acetate), C[Si](CCOCN(C1=CC(=NC=2N1N=CC2)C2CC(CCC2)=O)COCC[Si](C)(C)C)(C)C (3-(7-(bis((2-(trimethylsilyl)ethoxy)methyl)amino)pyrazolo[1,5-a]pyrimidin-5-yl)cyclohexanone), C[Si](CCOCN(C1=CC(=NC=2N1N=CC2)C2CCC(CC2)=O)COCC[Si](C)(C)C)(C)C (4-(7-(bis((2-(trimethylsilyl)ethoxy)methyl)amino)pyrazolo[1,5-a]pyrimidin-5-yl)cyclohexanone). RXN SMILES: C[Si](C)(C)CCOCN(COCC[Si](C)(C)C)C1N2N=CC=C2N=C(C2CCC(=[CH:23][C:24]([O:26][CH2:27][CH3:28])=[O:25])CC2)C=1.C[Si](C)(C)CCOCN(COCC[Si](C)(C)C)C1N2N=CC=C2N=C(C2CCCC(=O)C2)C=1.[CH3:72][Si:73]([CH3:104])([CH3:103])[CH2:74][CH2:75][O:76][CH2:77][N:78]([CH2:95][O:96][CH2:97][CH2:98][Si:99]([CH3:102])([CH3:101])[CH3:100])[C:79]1[N:84]2[N:85]=[CH:86][CH:87]=[C:83]2[N:82]=[C:81]([CH:88]2[CH2:93][CH2:92][C:91](=O)[CH2:90][CH2:89]2)[CH:80]=1>>[CH3:101][Si:99]([CH3:100])([CH3:102])[CH2:98][CH2:97][O:96][CH2:95][N:78]([CH2:77][O:76][CH2:75][CH2:74][Si:73]([CH3:72])([CH3:103])[CH3:104])[C:79]1[N:84]2[N:85]=[CH:86][CH:87]=[C:83]2[N:82]=[C:81]([CH:88]2[CH2:93][CH2:92][CH2:91][C:90](=[CH:23][C:24]([O:26][CH2:27][CH3:28])=[O:25])[CH2:89]2)[CH:80]=1. Product: C[Si](CCOCN(C1=CC(=NC=2N1N=CC2)C2CC(CCC2)=CC(=O)OCC)COCC[Si](C)(C)C)(C)C (Ethyl 2-(3-(7-(bis((2-(trimethylsilyl)ethoxy)methyl)amino)pyrazolo[1,5-a]pyrimidin-5-yl)cyclohexylidene)acetate). Procedure details: Ethyl 2-(3-(7-(bis((2-(trimethylsilyl)ethoxy)methyl)amino)pyrazolo[1,5-a]pyrimidin-5-yl)cyclohexylidene)acetate was synthesized in a manner similar to the synthesis of ethyl 2-(4-(7-(bis((2-(trimethylsilyl)ethoxy)methyl)amino)pyrazolo[1,5-a]pyrimidin-5-yl)cyclohexylidene)acetate, but with 3-(7-(bis((2-(trimethylsilyl)ethoxy)methyl)amino)pyrazolo[1,5-a]pyrimidin-5-yl)cyclohexanone substituted for 4-(7-(bis((2-(trimethylsilyl)ethoxy)methyl)amino)pyrazolo[1,5-a]pyrimidin-5-yl)cyclohexanone.